From a dataset of the Open Reaction Database (ORD), a public repository of structured organic reaction records. describe an organic reaction: reactants, conditions, products, and yield Reactants: C1(CCCCC1)N (cyclohexyl amine), [OH-].[Na+] (sodium hydroxide), C(=S)=S (carbon disulfide), N-cyclohexyl sodium dithiocarbamate, [OH-].[Na+] (sodium hydroxide), N#CCl (cyanogen chloride). Run in O (water), C(Cl)Cl (methylene chloride), O (water). The product is C1(CCCCC1)N=C=S (cyclohexyl isothiocyanate). The yield is 98.4%. RXN SMILES: [CH:1]1([NH2:7])[CH2:6][CH2:5][CH2:4][CH2:3][CH2:2]1.[OH-].[Na+].[C:10](=S)=[S:11].N#CCl>C(Cl)Cl.O>[CH:1]1([N:7]=[C:10]=[S:11])[CH2:6][CH2:5][CH2:4][CH2:3][CH2:2]1 |f:1.2|. Procedure: In one hour 0.5 mole of cyclohexyl amine, 0.5 mole of sodium hydroxide and 60 grams of water were treated with 0.5 mole of carbon disulfide. The N-cyclohexyl sodium dithiocarbamate solution was stirred for a further hour at 50° C. There were added 1,000 cc of water, 20 grams of sodium hydroxide and 250 cc of methylene chloride. Under stirring there were led in at 6° C, 0.515 mol of cyanogen chloride. After the separation the methylene chloride layer was distilled. There were isolated 69.5 grams ... Solvent: C(C)O (ethanol). Reported procedure: 3-Iodoaniline (8.50 mL) and diethyl ethoxymethylenemalonate (14.30 mL) are heated at 130° C. for 1 hour. The reaction is cooled to room temperature and 70 mL diphenyl ether is added. The solution is heated at 250° C. for 1.5 hours with removal of ethanol by a Dean-Stark trap. The reaction is cooled to room temperature and the resulting solid filtered, washed with hexanes, and dried. The solid is triturated in ethyl acetate to give 12.82 g of ethyl 4-hydroxy-7-iodoquinoline-3-carboxylate. A mixtu... Yields the product OC1=C(C=NC2=CC(=CC=C12)I)C(=O)OCC (ethyl 4-hydroxy-7-iodoquinoline-3-carboxylate). RXN SMILES: [I:1][C:2]1[CH:3]=[C:4]([CH:6]=[CH:7][CH:8]=1)[NH2:5].C([O:11][CH:12]=[C:13]([C:19](OCC)=O)[C:14]([O:16][CH2:17][CH3:18])=[O:15])C.C1(OC2C=CC=CC=2)C=CC=CC=1>C(O)C>[OH:11][C:12]1[C:6]2[C:4](=[CH:3][C:2]([I:1])=[CH:8][CH:7]=2)[N:5]=[CH:19][C:13]=1[C:14]([O:16][CH2:17][CH3:18])=[O:15]. Reactants: IC=1C=C(N)C=CC1 (3-Iodoaniline), C(C)OC=C(C(=O)OCC)C(=O)OCC (diethyl ethoxymethylenemalonate), C1(=CC=CC=C1)OC1=CC=CC=C1 (diphenyl ether). Reactants: C=O, O=CO, CC1(C)CC(O)C(CC2CCCCC2)C(C)(C)N1, [Na+], C1COCCO1, [OH-]. The product is CN1C(C)(C)CC(O)C(CC2CCCCC2)C1(C)C. Reaction SMILES: [CH2:22]=[O:23].[CH:19]([OH:20])=[O:21].[CH:1]1([CH2:7][CH:8]2[C:9]([CH3:17])([CH3:18])[NH:10][C:11]([CH3:15])([CH3:16])[CH2:12][CH:13]2[OH:14])[CH2:2][CH2:3][CH2:4][CH2:5][CH2:6]1.[Na+:25].[O:26]1[CH2:27][CH2:28][O:29][CH2:30][CH2:31]1.[OH-:24]>>[CH:1]1([CH2:7][CH:8]2[C:9]([CH3:17])([CH3:18])[N:10]([CH3:19])[C:11]([CH3:15])([CH3:16])[CH2:12][CH:13]2[OH:14])[CH2:2][CH2:3][CH2:4][CH2:5][CH2:6]1. Starting materials: O=Cc1ccc(Br)cc1, CC(C)O, OB(O)c1ccc(C(F)(F)F)cc1, [Na+], [Na+], O=C([O-])[O-], O. The product is O=Cc1ccc(-c2ccc(C(F)(F)F)cc2)cc1. As a reaction SMILES: [Br:1][c:2]1[cH:3][cH:4][c:5]([CH:6]=[O:7])[cH:8][cH:9]1.[CH:30]([OH:31])([CH3:32])[CH3:33].[F:10][C:11]([c:12]1[cH:13][cH:14][c:15]([B:18]([OH:19])[OH:20])[cH:16][cH:17]1)([F:21])[F:22].[Na+:23].[Na+:24].[O-:25][C:26](=[O:27])[O-:28].[OH2:29]>>[c:2]1(-[c:15]2[cH:14][cH:13][c:12]([C:11]([F:10])([F:21])[F:22])[cH:17][cH:16]2)[cH:3][cH:4][c:5]([CH:6]=[O:7])[cH:8][cH:9]1. Starting materials: CCO, Cl, CCOC(=O)c1nc(NC(=O)Nc2ccc(C)c(F)c2)cn1C, [Na+], C1CCOC1, [OH-]. Product: Cc1ccc(NC(=O)Nc2cn(C)c(C(=O)O)n2)cc1F. Reaction SMILES: [CH3:27][CH2:28][OH:29].[ClH:26].[F:1][c:2]1[cH:3][c:4]([NH:9][C:10](=[O:11])[NH:12][c:13]2[n:14][c:15]([C:19](=[O:20])[O:21][CH2:22][CH3:23])[n:16]([CH3:18])[cH:17]2)[cH:5][cH:6][c:7]1[CH3:8].[Na+:25].[O:30]1[CH2:31][CH2:32][CH2:33][CH2:34]1.[OH-:24]>>[F:1][c:2]1[cH:3][c:4]([NH:9][C:10](=[O:11])[NH:12][c:13]2[n:14][c:15]([C:19](=[O:20])[OH:21])[n:16]([CH3:18])[cH:17]2)[cH:5][cH:6][c:7]1[CH3:8]. Reactants: ClC1=C(C=CC(=C1)N)O (2-chloro-4-aminophenol), C(C)(=O)OC(C)=O (acetic anhydride). Run in O (water). Yields the product ClC1=C(C=CC(=C1)NC(C)=O)O (2-chloro-4-acetamidophenol). As a reaction SMILES: [Cl:1][C:2]1[CH:7]=[C:6]([NH2:8])[CH:5]=[CH:4][C:3]=1[OH:9].[C:10](OC(=O)C)(=[O:12])[CH3:11]>O>[Cl:1][C:2]1[CH:7]=[C:6]([NH:8][C:10](=[O:12])[CH3:11])[CH:5]=[CH:4][C:3]=1[OH:9]. Procedure details: The mixture was heated at reflux for 6 hours, cooled to ambient temperature and filtered. The filtrate was evaporated, and the residue treated with ether to give crude 2-chloro-4-aminophenol (10 g). The crude 2-chloro-4-aminophenol (3.5 g) was added to a mixture of water (50 ml) and acetic anhydride (5.7 ml). The reaction mixture was stirred at reflux for 2 hours. The reaction mixture was cooled to ambient temperature and the supernatant was decanted away from an oil which gave a solid on standi... Starting materials: CCCCCCCC(=O)[O-], CCCCCCCC(=O)[O-], ClCCCl, CC(O)C1C(=O)NC1C(C)C(=O)C(=[N+]=[N-])C(=O)OCc1ccc([N+](=O)[O-])cc1, [Rh+2], c1ccccc1. The product is CC(O)C1C(=O)N2C(C(=O)OCc3ccc([N+](=O)[O-])cc3)C(=O)C(C)C12. Reaction SMILES: [C:39]([O-:40])(=[O:41])[CH2:42][CH2:43][CH2:44][CH2:45][CH2:46][CH2:47][CH3:48].[C:50]([O-:51])(=[O:52])[CH2:53][CH2:54][CH2:55][CH2:56][CH2:57][CH2:58][CH3:59].[Cl:29][CH2:30][CH2:31][Cl:32].[N+:1](=[N-:2])=[C:3]([C:4](=[O:5])[O:6][CH2:7][c:8]1[cH:9][cH:10][c:11]([N+:14](=[O:15])[O-:16])[cH:12][cH:13]1)[C:17]([CH:18]([CH3:19])[CH:20]1[NH:21][C:22](=[O:27])[CH:23]1[CH:24]([CH3:25])[OH:26])=[O:28].[Rh+2:49].[cH:33]1[cH:34][cH:35][cH:36][cH:37][cH:38]1>>[CH:3]1([C:4](=[O:5])[O:6][CH2:7][c:8]2[cH:9][cH:10][c:11]([N+:14](=[O:15])[O-:16])[cH:12][cH:13]2)[C:17](=[O:28])[CH:18]([CH3:19])[CH:20]2[N:21]1[C:22](=[O:27])[CH:23]2[CH:24]([CH3:25])[OH:26]. Starting materials: C(C)C(C(=O)OCC)CC (ethyl 2-ethylbutyrate), BrCCCCBr (1,4-dibromobutane). Yields the product BrCCCCC(C(=O)OCC)(CC)CC (ethyl 6-bromo-2,2-diethylhexanate). Reaction SMILES: [CH2:1]([CH:3]([CH2:9][CH3:10])[C:4]([O:6][CH2:7][CH3:8])=[O:5])[CH3:2].[Br:11][CH2:12][CH2:13][CH2:14][CH2:15]Br>>[Br:11][CH2:12][CH2:13][CH2:14][CH2:15][C:3]([CH2:9][CH3:10])([CH2:1][CH3:2])[C:4]([O:6][CH2:7][CH3:8])=[O:5]. Reported procedure: Using ethyl 2-ethylbutyrate and 1,4-dibromobutane, the same reaction as in Reference Example 16 was conducted to produce the title compound. b.p. 125°-130° C./0.3 mmHg RXN SMILES: [F:1][C:2]([P:8]([C:13]([F:19])([F:18])[C:14]([F:17])([F:16])[F:15])(=[O:12])[O:9]CC)([F:7])[C:3]([F:6])([F:5])[F:4].[N:20]1[CH:25]=[CH:24][CH:23]=[CH:22][CH:21]=1>>[F:7][C:2]([P:8]([C:13]([F:18])([F:19])[C:14]([F:17])([F:16])[F:15])(=[O:9])[O-:12])([F:1])[C:3]([F:6])([F:5])[F:4].[CH2:25]([N+:20]1[CH:14]=[CH:13][CH:23]=[CH:22][CH:21]=1)[CH3:24] |f:2.3|. Reaction conditions: time 30 minute. The product is FC(C(F)(F)F)(F)P([O-])(=O)C(C(F)(F)F)(F)F.C(C)[N+]1=CC=CC=C1 (N-Ethylpyridinium bis(pentafluoroethyl)phosphinate), [EPy][(C2F5)2P(O)O]. Procedure details: Ethyl bis(pentafluoroethyl)phosphinate, (C2F5)2P(O)OC2H5, (3.956 g; 12.0 mmol) is slowly added dropwise to dry and cooled (0° C.) pyridine (0.941 g; 11.9 mmol) in a 25 ml glass flask. A pale-yellow, more highly viscous solution forms spontaneously. After 30 minutes at 0° C. and 6 h at room temperature, the reaction solution is a brown-orange colour. The readily volatile constituents are removed in vacuo (10−3 mbar) at 40° C. N-Ethylpyridinium bis(pentafluoroethyl)phosphinate, [EPy][(C2F5)2P(O)O]... The reactants are N1=CC=CC=C1 (pyridine), FC(C(F)(F)F)(F)P(OCC)(=O)C(C(F)(F)F)(F)F (Ethyl bis(pentafluoroethyl)phosphinate), P(=O)(C(F)(F)C(F)(F)F)(C(F)(F)C(F)(F)F)OCC ((C2F5)2P(O)OC2H5).